From a dataset of the Open Reaction Database (ORD), a public repository of structured organic reaction records. describe an organic reaction: reactants, conditions, products, and yield Starting materials: [O-][Br+2]([O-])[O-], CCOC(=O)CNC(=O)C(=O)NCC(C)O, CCOC(C)=O, [Na+], O, O, Cl[Ru](Cl)Cl. Yields the product CCOC(=O)CNC(=O)C(=O)NCC(C)=O. RXN SMILES: [Br+2:17]([O-:18])([O-:19])[O-:20].[CH2:1]([CH3:2])[O:3][C:4](=[O:5])[CH2:6][NH:7][C:8](=[O:9])[C:10](=[O:11])[NH:12][CH2:13][CH:14]([CH3:15])[OH:16].[CH3:23][CH2:24][O:25][C:26](=[O:27])[CH3:28].[Na+:21].[OH2:22].[OH2:29].[Ru:30]([Cl:31])([Cl:32])[Cl:33]>>[CH2:1]([CH3:2])[O:3][C:4](=[O:5])[CH2:6][NH:7][C:8](=[O:9])[C:10](=[O:11])[NH:12][CH2:13][C:14]([CH3:15])=[O:16]. The reactants are CCCCCC(=O)OCOC(=O)Oc1ccc([N+](=O)[O-])cc1, CCN(C(C)C)C(C)C, Cc1ccccc1C(=O)c1ccc(Nc2ccccc2N)cc1Cl, CN(C)C=O, On1nnc2ccccc21. Reaction SMILES: [C:25]([O:26][CH2:27][O:28][C:29]([CH2:30][CH2:31][CH2:32][CH2:33][CH3:34])=[O:35])([O:36][c:38]1[cH:39][cH:40][c:41]([N+:42]([O-:43])=[O:44])[cH:45][cH:46]1)=[O:37].[CH2:57]([N:58]([CH:59]([CH3:60])[CH3:61])[CH:62]([CH3:63])[CH3:64])[CH3:65].[NH2:1][c:2]1[c:3]([NH:8][c:9]2[cH:10][c:11]([Cl:24])[c:12]([C:13](=[O:14])[c:15]3[c:16]([CH3:21])[cH:17][cH:18][cH:19][cH:20]3)[cH:22][cH:23]2)[cH:4][cH:5][cH:6][cH:7]1.[O:66]=[CH:67][N:68]([CH3:69])[CH3:70].[OH:47][n:48]1[c:49]2[cH:50][cH:51][cH:52][cH:53][c:54]2[n:55][n:56]1>>[NH:1]([c:2]1[c:3]([NH:8][c:9]2[cH:10][c:11]([Cl:24])[c:12]([C:13](=[O:14])[c:15]3[c:16]([CH3:21])[cH:17][cH:18][cH:19][cH:20]3)[cH:22][cH:23]2)[cH:4][cH:5][cH:6][cH:7]1)[C:25]([O:26][CH2:27][O:28][C:29]([CH2:30][CH2:31][CH2:32][CH2:33][CH3:34])=[O:35])=[O:36]. Yields the product CCCCCC(=O)OCOC(=O)Nc1ccccc1Nc1ccc(C(=O)c2ccccc2C)c(Cl)c1. Starting materials: CC(=O)Cl, Cc1ccc(C(CC(=O)O)C(=O)O)s1. The product is Cc1ccc(C2CC(=O)OC2=O)s1. RXN SMILES: [CH3:15][C:16](=[O:17])[Cl:18].[CH3:1][c:2]1[cH:3][cH:4][c:5]([CH:7]([C:8](=[O:9])[OH:10])[CH2:11][C:12](=[O:13])[OH:14])[s:6]1>>[CH3:1][c:2]1[cH:3][cH:4][c:5]([CH:7]2[C:8](=[O:10])[O:14][C:12](=[O:13])[CH2:11]2)[s:6]1. Starting materials: [Cl-].[Li+] (lithium chloride), C(#N)C=1C=C(C(=O)N2CS(C3=C2C=CC=C3)(=O)=O)C=C(C1OC)C1CC1 (3-(3-cyano-5-cyclopropyl-4-methoxybenzoyl)-1,1-dioxo-2,3-dihydro-1,3-benzothiazole), Cl (hydrochloric acid). Run in CN(C=O)C (N,N-dimethylformamide). Run at temperature 100 celsius, time 23 hour. Yields the product C(#N)C=1C=C(C(=O)N2CS(C3=C2C=CC=C3)(=O)=O)C=C(C1O)C1CC1 (3-(3-cyano-5-cyclopropyl-4-hydroxybenzoyl)-1,1-dioxo-2,3-dihydro-1,3-benzothiazole). Isolated yield 84.2%. Reaction SMILES: [C:1]([C:3]1[CH:4]=[C:5]([CH:19]=[C:20]([CH:24]2[CH2:26][CH2:25]2)[C:21]=1[O:22]C)[C:6]([N:8]1[C:12]2[CH:13]=[CH:14][CH:15]=[CH:16][C:11]=2[S:10](=[O:18])(=[O:17])[CH2:9]1)=[O:7])#[N:2].[Cl-].[Li+].Cl>CN(C)C=O>[C:1]([C:3]1[CH:4]=[C:5]([CH:19]=[C:20]([CH:24]2[CH2:26][CH2:25]2)[C:21]=1[OH:22])[C:6]([N:8]1[C:12]2[CH:13]=[CH:14][CH:15]=[CH:16][C:11]=2[S:10](=[O:18])(=[O:17])[CH2:9]1)=[O:7])#[N:2] |f:1.2|. Procedure details: 3-(3-cyano-5-cyclopropyl-4-methoxybenzoyl)-1,1-dioxo-2,3-dihydro-1,3-benzothiazole (142 mg) was dissolved in N,N-dimethylformamide (2 mL), and lithium chloride (163 mg) was added to the solution, and then the mixture was stirred at 100° C. for 23 hours. To the reaction solution, 1N hydrochloric acid was added, and then the mixture was extracted with ethyl acetate. The organic layer was washed with 1N hydrochloric acid and saturated brine, and then dried over anhydrous sodium sulfate. The solvent... The reactants are acid, C([O-])(O)=O.[K+] (potassium bicarbonate), C(=O)(OCC1=CC=CC=C1)N1[C@H](C(=O)O)CC(C1)=O (N-Carbobenzyloxy-4-keto-L-proline), [Br-].C(C1=CC=CC=C1)[P+](C1=CC=CC=C1)(C1=CC=CC=C1)C1=CC=CC=C1 (Benzyl triphenyl phosphonium bromide), [Na] (sodium), ester, [N+](=[N-])=C (diazomethane). Reagents/catalysts: [Pd] (Pd/C). Run in O (water), CCOCC (ether), CS(=O)C (DMSO), CS(=O)C (DMSO), CO (methanol). Reaction conditions: time 8 hour. The product is COC([C@H]1NCC(C1)CC1=CC=CC=C1)=O (4-benzyl-L-proline methyl ester). The yield is 7.3%. Reaction SMILES: [Br-].[CH2:2]([P+](C1C=CC=CC=1)(C1C=CC=CC=1)C1C=CC=CC=1)[C:3]1[CH:8]=[CH:7][CH:6]=[CH:5][CH:4]=1.[Na].C([N:39]1[CH2:46][C:45](=O)[CH2:44][C@H:40]1[C:41]([OH:43])=[O:42])(OCC1C=CC=CC=1)=O.[C:48](=O)(O)[O-].[K+].[N+](=C)=[N-]>CS(C)=O.CCOCC.CO.[Pd].O>[CH3:48][O:43][C:41](=[O:42])[C@@H:40]1[CH2:44][CH:45]([CH2:2][C:3]2[CH:4]=[CH:5][CH:6]=[CH:7][CH:8]=2)[CH2:46][NH:39]1 |f:0.1,4.5,^1:27|. Reported procedure: Benzyl triphenyl phosphonium bromide (0.15 moles, 66.07 g) was added portionwise to a suspension of sodium (0.15 moles, 6.0 g of 60% in mineral oil) in 350 ml DMSO and heated at 70°-80.COPYRGT.C until dissolved. The solution was cooled. N-Carbobenzyloxy-4-keto-L-proline (0.025 moles, 13.2 g) in 50 ml DMSO was added dropwise. The solution was heated at 70° for 4 hours and stirred at room temperature overnight. A solution of 15 g potassium bicarbonate in 11 of water was added. The solution was was... Starting materials: NC1CCN(Cc2ccccc2)C1, CN1CCOCC1, CN(C)C=O, O=C(O)C(O)(c1ccccc1)C1CCCC1, O, On1nnc2ccccc21. The product is O=C(NC1CCN(Cc2ccccc2)C1)C(O)(c1ccccc1)C1CCCC1. Reaction SMILES: [CH2:17]([c:18]1[cH:19][cH:20][cH:21][cH:22][cH:23]1)[N:24]1[CH2:25][CH:26]([NH2:29])[CH2:27][CH2:28]1.[CH3:30][N:31]1[CH2:32][CH2:33][O:34][CH2:35][CH2:36]1.[CH3:47][N:48]([CH3:49])[CH:50]=[O:51].[CH:1]1([C:6]([C:7](=[O:8])[OH:9])([c:10]2[cH:11][cH:12][cH:13][cH:14][cH:15]2)[OH:16])[CH2:2][CH2:3][CH2:4][CH2:5]1.[OH2:52].[OH:37][n:38]1[c:39]2[cH:40][cH:41][cH:42][cH:43][c:44]2[n:45][n:46]1>>[CH:1]1([C:6]([C:7](=[O:9])[NH:29][CH:26]2[CH2:25][N:24]([CH2:17][c:18]3[cH:19][cH:20][cH:21][cH:22][cH:23]3)[CH2:28][CH2:27]2)([c:10]2[cH:11][cH:12][cH:13][cH:14][cH:15]2)[OH:16])[CH2:2][CH2:3][CH2:4][CH2:5]1. The reactants are CCN=C=NCCCN(C)C, ClCCl, O=C(O)Cc1ccc(C2CCC(N3CC(NC(=O)CNC(=O)c4cccc(C(F)(F)F)c4)C3)CC2)cc1, N, C1COCCO1, On1nnc2ccccc21. The product is NC(=O)Cc1ccc(C2CCC(N3CC(NC(=O)CNC(=O)c4cccc(C(F)(F)F)c4)C3)CC2)cc1. RXN SMILES: [CH3:38][CH2:39][N:40]=[C:41]=[N:42][CH2:43][CH2:44][CH2:45][N:46]([CH3:47])[CH3:48].[Cl:60][CH2:61][Cl:62].[F:1][C:2]([c:3]1[cH:4][c:5]([C:6](=[O:7])[NH:8][CH2:9][C:10](=[O:11])[NH:12][CH:13]2[CH2:14][N:15]([CH:17]3[CH2:18][CH2:19][CH:20]([c:23]4[cH:24][cH:25][c:26]([CH2:29][C:30](=[O:31])[OH:32])[cH:27][cH:28]4)[CH2:21][CH2:22]3)[CH2:16]2)[cH:33][cH:34][cH:35]1)([F:36])[F:37].[NH3:59].[O:63]1[CH2:64][CH2:65][O:66][CH2:67][CH2:68]1.[OH:49][n:50]1[c:51]2[c:52]([cH:53][cH:54][cH:55][cH:56]2)[n:57][n:58]1>>[F:1][C:2]([c:3]1[cH:4][c:5]([C:6](=[O:7])[NH:8][CH2:9][C:10](=[O:11])[NH:12][CH:13]2[CH2:14][N:15]([CH:17]3[CH2:18][CH2:19][CH:20]([c:23]4[cH:24][cH:25][c:26]([CH2:29][C:30](=[O:31])[NH2:40])[cH:27][cH:28]4)[CH2:21][CH2:22]3)[CH2:16]2)[cH:33][cH:34][cH:35]1)([F:36])[F:37].